Task: describe an organic reaction: reactants, conditions, products, and yield. Dataset: the Open Reaction Database (ORD), a public repository of structured organic reaction records Reactants: N1(CCCCC1)CCNC1=C(C=CC=C1F)C1S[C@H](C(N1CCC(C)(C)C)=O)CC(=O)O (2-((5S)-2-(2-(2-(piperidin-1-yl)ethylamino)-3-fluorophenyl)-3-(3,3-dimethylbutyl)-4-oxothiazolidin-5-yl)acetic acid), N1CCC(CC1)N1C(NC2=C(CC1)C=CC=C2)=O (4,5-dihydro-3-(piperidin-4-yl)-1H-benzo[d][1,3]diazepin-2(3H)-one), C(CCl)Cl (EDC), C=1C=CC2=C(C1)N=NN2O (HOBT). Run in CN(C)C=O (DMF), CCOC(=O)C (EtOAc), O (water). The product is N1(CCCCC1)CCNC1=C(C=CC=C1F)C1S[C@H](C(N1CCC(C)(C)C)=O)CC(=O)N1CCC(CC1)N1C(NC2=C(CC1)C=CC=C2)=O (3-(1-(2-((5S)-2-(2-(2-(piperidin-1-yl)ethylamino)-3-fluorophenyl)-3-(3,3-dimethylbutyl)-4-oxothiazolidin-5-yl)acetyl)piperidin-4-yl)-4,5-dihydro-1H-benzo[d][1,3]diazepin-2(3H)-one). As a reaction SMILES: [N:1]1([CH2:7][CH2:8][NH:9][C:10]2[C:15]([F:16])=[CH:14][CH:13]=[CH:12][C:11]=2[CH:17]2[N:21]([CH2:22][CH2:23][C:24]([CH3:27])([CH3:26])[CH3:25])[C:20](=[O:28])[C@H:19]([CH2:29][C:30]([OH:32])=O)[S:18]2)[CH2:6][CH2:5][CH2:4][CH2:3][CH2:2]1.[NH:33]1[CH2:38][CH2:37][CH:36]([N:39]2[CH2:45][CH2:44][C:43]3[CH:46]=[CH:47][CH:48]=[CH:49][C:42]=3[NH:41][C:40]2=[O:50])[CH2:35][CH2:34]1.C(Cl)CCl.C1C=CC2N(O)N=NC=2C=1>CN(C=O)C.O.CCOC(C)=O>[N:1]1([CH2:7][CH2:8][NH:9][C:10]2[C:15]([F:16])=[CH:14][CH:13]=[CH:12][C:11]=2[CH:17]2[N:21]([CH2:22][CH2:23][C:24]([CH3:27])([CH3:26])[CH3:25])[C:20](=[O:28])[C@H:19]([CH2:29][C:30]([N:33]3[CH2:34][CH2:35][CH:36]([N:39]4[CH2:45][CH2:44][C:43]5[CH:46]=[CH:47][CH:48]=[CH:49][C:42]=5[NH:41][C:40]4=[O:50])[CH2:37][CH2:38]3)=[O:32])[S:18]2)[CH2:2][CH2:3][CH2:4][CH2:5][CH2:6]1. Procedure details: 2-((5S)-2-(2-(2-(piperidin-1-yl)ethylamino)-3-fluorophenyl)-3-(3,3-dimethylbutyl)-4-oxothiazolidin-5-yl)acetic acid (319.0 mg, 0.685 mmol), 4,5-dihydro-3-(piperidin-4-yl)-1H-benzo[d][1,3]diazepin-2(3H)-one (336.1 mg, 1.370 mmol), EDC (262.6 mg, 1.370 mmol) and HOBT (209.8 mg, 1.370 mmol) were stirred at RT in DMF (4 mL) overnight. Transferred mixture to a separatory funnel with EtOAc and water. The aqueous layer was extracted with EtOAc (3×), the organic layers were combined, washed with brine, ... Reaction SMILES: [BH4-:33].[CH3:1][O:2][C:3](=[O:4])[c:5]1[s:6][c:7]([CH:27]2[CH:28]=[CH:29][CH2:30][CH2:31][CH2:32]2)[cH:8][c:9]1[N:10]([CH:11]1[CH2:12][CH2:13][C:14](=[O:17])[CH2:15][CH2:16]1)[C:18](=[O:19])[CH:20]1[CH2:21][CH2:22][CH:23]([CH3:26])[CH2:24][CH2:25]1.[CH3:36][OH:37].[ClH:35].[Na+:34]>>[CH3:1][O:2][C:3](=[O:4])[c:5]1[s:6][c:7]([CH:27]2[CH:28]=[CH:29][CH2:30][CH2:31][CH2:32]2)[cH:8][c:9]1[N:10]([CH:11]1[CH2:12][CH2:13][CH:14]([OH:17])[CH2:15][CH2:16]1)[C:18](=[O:19])[CH:20]1[CH2:21][CH2:22][CH:23]([CH3:26])[CH2:24][CH2:25]1. Reactants: [BH4-], COC(=O)c1sc(C2C=CCCC2)cc1N(C(=O)C1CCC(C)CC1)C1CCC(=O)CC1, CO, Cl, [Na+]. Product: COC(=O)c1sc(C2C=CCCC2)cc1N(C(=O)C1CCC(C)CC1)C1CCC(O)CC1.